This data is from the Open Reaction Database (ORD), a public repository of structured organic reaction records. The task is: describe an organic reaction: reactants, conditions, products, and yield The reactants are CC(C)(O)Cn1cnc(Br)c1, Cc1nc(-c2cn3c(n2)-c2ccc(B4OC(C)(C)C(C)(C)O4)cc2OCC3)n(C(C)C)n1. The product is Cc1nc(-c2cn3c(n2)-c2ccc(-c4cn(CC(C)(C)O)cn4)cc2OCC3)n(C(C)C)n1. As a reaction SMILES: [Br:33][c:34]1[n:35][cH:36][n:37]([CH2:39][C:40]([CH3:41])([OH:42])[CH3:43])[cH:38]1.[CH:1]([CH3:2])([CH3:3])[n:4]1[n:5][c:6]([CH3:32])[n:7][c:8]1-[c:9]1[cH:10][n:11]2[c:17]([n:18]1)-[c:16]1[c:15]([cH:22][c:21]([B:23]3[O:24][C:25]([CH3:26])([CH3:27])[C:28]([CH3:29])([CH3:30])[O:31]3)[cH:20][cH:19]1)[O:14][CH2:13][CH2:12]2>>[CH:1]([CH3:2])([CH3:3])[n:4]1[n:5][c:6]([CH3:32])[n:7][c:8]1-[c:9]1[cH:10][n:11]2[c:17]([n:18]1)-[c:16]1[c:15]([cH:22][c:21](-[c:34]3[n:35][cH:36][n:37]([CH2:39][C:40]([CH3:41])([OH:42])[CH3:43])[cH:38]3)[cH:20][cH:19]1)[O:14][CH2:13][CH2:12]2. Solvent: C1CCOC1 (THF). The yield is 97.4%. Procedure details: To a solution of 5-(3-aminopropyl)-N-cyclopropyl-1-{4-[(ethylamino)carbonyl]phenyl}-1H-1,2,3-triazole-4-carboxamide (356 mg, 1 mmol) obtained in Example 1202 in THF (5 ml) was added 1-chloro-2-isocyanatoethane (106 mg, 1 mmol) at room temperature, and the mixture was stirred at room temperature for 30 min. The precipitated crystals were collected by filtration and dried to give the title compound as a white powder (450 mg, 97.4%). As a reaction SMILES: [NH2:1][CH2:2][CH2:3][CH2:4][C:5]1[N:9]([C:10]2[CH:15]=[CH:14][C:13]([C:16]([NH:18][CH2:19][CH3:20])=[O:17])=[CH:12][CH:11]=2)[N:8]=[N:7][C:6]=1[C:21]([NH:23][CH:24]1[CH2:26][CH2:25]1)=[O:22].[Cl:27][CH2:28][CH2:29][N:30]=[C:31]=[O:32]>C1COCC1>[Cl:27][CH2:28][CH2:29][NH:30][C:31]([NH:1][CH2:2][CH2:3][CH2:4][C:5]1[N:9]([C:10]2[CH:11]=[CH:12][C:13]([C:16]([NH:18][CH2:19][CH3:20])=[O:17])=[CH:14][CH:15]=2)[N:8]=[N:7][C:6]=1[C:21]([NH:23][CH:24]1[CH2:26][CH2:25]1)=[O:22])=[O:32]. Product: ClCCNC(=O)NCCCC1=C(N=NN1C1=CC=C(C=C1)C(=O)NCC)C(=O)NC1CC1 (5-[3-({[(2-chloroethyl)amino]carbonyl}amino)propyl]-N-cyclopropyl-1-{4-[(ethylamino)carbonyl]phenyl}-1H-1,2,3-triazole-4-carboxamide). The reactants are NCCCC1=C(N=NN1C1=CC=C(C=C1)C(=O)NCC)C(=O)NC1CC1 (5-(3-aminopropyl)-N-cyclopropyl-1-{4-[(ethylamino)carbonyl]phenyl}-1H-1,2,3-triazole-4-carboxamide), ClCCN=C=O (1-chloro-2-isocyanatoethane). Conditions: time 30 minute. The reactants are CCOC(=O)CC(=O)c1cc(C(CC(C)C)NC(=O)OC(C)(C)C)no1, Cl, C1COCCO1. Yields the product CCOC(=O)CC(=O)c1cc(C(N)CC(C)C)no1, Cl. RXN SMILES: [CH2:1]([CH3:2])[O:3][C:4]([CH2:5][C:6](=[O:7])[c:8]1[cH:9][c:10]([CH:13]([CH2:14][CH:15]([CH3:16])[CH3:17])[NH:18][C:19]([O:20][C:21]([CH3:22])([CH3:23])[CH3:24])=[O:25])[n:11][o:12]1)=[O:26].[ClH:27].[O:28]1[CH2:29][CH2:30][O:31][CH2:32][CH2:33]1>>[CH2:1]([CH3:2])[O:3][C:4]([CH2:5][C:6](=[O:7])[c:8]1[cH:9][c:10]([CH:13]([CH2:14][CH:15]([CH3:16])[CH3:17])[NH2:18])[n:11][o:12]1)=[O:26].[ClH:27]. The reactants are BrC1=CN=C2N1C=CC=N2 (3-bromoimidazo[1,2-a]pyrimidine), ClC1=NC=C(C=C1NS(=O)(=O)C1=CC=C(C=C1)F)B1OC(C(O1)(C)C)(C)C (N-(2-chloro-5-(4,4,5,5-tetramethyl-1,3,2-dioxaborolan-2-yl)pyridin-3-yl)-4-fluorobenzenesulfonamide), C([O-])([O-])=O.[Na+].[Na+] (sodium carbonate), O1CCOCC1 (dioxane). The reagents and catalysts are [Pd].C1(=CC=CC=C1)P(C1=CC=CC=C1)C1=CC=CC=C1.C1(=CC=CC=C1)P(C1=CC=CC=C1)C1=CC=CC=C1.C1(=CC=CC=C1)P(C1=CC=CC=C1)C1=CC=CC=C1.C1(=CC=CC=C1)P(C1=CC=CC=C1)C1=CC=CC=C1 (tetrakis(triphenylphosphine) palladium). Run in O (water). Run at temperature 100 celsius, time 5 hour. Product: ClC1=NC=C(C=C1NS(=O)(=O)C1=CC=C(C=C1)F)C1=CN=C2N1C=CC=N2 (N-(2-chloro-5-(imidazo[1,2-a]pyrimidin-3-yl)pyridin-3-yl)-4-fluorobenzenesulfonamide). Yield: 57.9%. RXN SMILES: Br[C:2]1[N:6]2[CH:7]=[CH:8][CH:9]=[N:10][C:5]2=[N:4][CH:3]=1.[Cl:11][C:12]1[C:17]([NH:18][S:19]([C:22]2[CH:27]=[CH:26][C:25]([F:28])=[CH:24][CH:23]=2)(=[O:21])=[O:20])=[CH:16][C:15](B2OC(C)(C)C(C)(C)O2)=[CH:14][N:13]=1.C(=O)([O-])[O-].[Na+].[Na+].O1CCOCC1>O.[Pd].C1(P(C2C=CC=CC=2)C2C=CC=CC=2)C=CC=CC=1.C1(P(C2C=CC=CC=2)C2C=CC=CC=2)C=CC=CC=1.C1(P(C2C=CC=CC=2)C2C=CC=CC=2)C=CC=CC=1.C1(P(C2C=CC=CC=2)C2C=CC=CC=2)C=CC=CC=1>[Cl:11][C:12]1[C:17]([NH:18][S:19]([C:22]2[CH:27]=[CH:26][C:25]([F:28])=[CH:24][CH:23]=2)(=[O:21])=[O:20])=[CH:16][C:15]([C:2]2[N:6]3[CH:7]=[CH:8][CH:9]=[N:10][C:5]3=[N:4][CH:3]=2)=[CH:14][N:13]=1 |f:2.3.4,7.8.9.10.11|. Reported procedure: To a 50 mL round-bottomed flask was added 3-bromoimidazo[1,2-a]pyrimidine (58 mg, 291 μmol, Syntech, Houston, Tex.), N-(2-chloro-5-(4,4,5,5-tetramethyl-1,3,2-dioxaborolan-2-yl)pyridin-3-yl)-4-fluorobenzenesulfonamide (120 mg, 291 μmol), tetrakis(triphenylphosphine) palladium (34 mg, 29 μmol), aqueous sodium carbonate (2 M, 0.29 mL, 582 μmol), dioxane (3 mL). The reaction mixture was stirred at 100° C. for 5 h. The mixture was cooled down to room temperature. The reaction mixture was diluted with...